This data is from the Open Reaction Database (ORD), a public repository of structured organic reaction records. The task is: describe an organic reaction: reactants, conditions, products, and yield The reactants are C(C)(C)(C)OC(CCSCC=1C=C(C(=O)O)C=CC1)=O (3-((3-tert-butoxy-3-oxopropylthio)methyl)benzoic acid), CCN=C=NCCCN(C)C.Cl (EDC.HCl), FC(C=1C=C(CNC(C2=CC(=NC=C2)C2=C(C=CC(=C2)N(CCOC)CCOC)N)=O)C=CC1)(F)F (N-(3-(trifluoromethyl)benzyl)-2-(2-amino-5-(bis(2-methoxyethyl)amino)phenyl)-isonicotinamide). The reagents and catalysts are CN(C1=CC=NC=C1)C (4-dimethylaminopyridine). The solvent is ClCCl (dichloromethane), ClCCl (dichloromethane). Conditions: temperature 25 celsius, time 2 hour. Product: FC(C=1C=C(CNC(=O)C2=CC(=NC=C2)C2=C(C=CC(=C2)N(CCOC)CCOC)NC(=O)C=2C=C(CSCCC(=O)OC(C)(C)C)C=CC2)C=CC1)(F)F (tert-butyl 3-(3-((2-(4-((3-(trifluoromethyl)benzyl)carbamoyl)pyridin-2-yl)-4-(bis(2-methoxyethyl)amino)phenyl)carbamoyl)benzylthio)propanoate). Isolated yield 64.0%. As a reaction SMILES: [C:1]([O:5][C:6](=[O:20])[CH2:7][CH2:8][S:9][CH2:10][C:11]1[CH:12]=[C:13]([CH:17]=[CH:18][CH:19]=1)[C:14]([OH:16])=O)([CH3:4])([CH3:3])[CH3:2].CCN=C=NCCCN(C)C.Cl.[F:33][C:34]([F:68])([F:67])[C:35]1[CH:36]=[C:37]([CH:64]=[CH:65][CH:66]=1)[CH2:38][NH:39][C:40](=[O:63])[C:41]1[CH:46]=[CH:45][N:44]=[C:43]([C:47]2[CH:52]=[C:51]([N:53]([CH2:58][CH2:59][O:60][CH3:61])[CH2:54][CH2:55][O:56][CH3:57])[CH:50]=[CH:49][C:48]=2[NH2:62])[CH:42]=1>ClCCl.CN(C)C1C=CN=CC=1>[F:67][C:34]([F:33])([F:68])[C:35]1[CH:36]=[C:37]([CH:64]=[CH:65][CH:66]=1)[CH2:38][NH:39][C:40]([C:41]1[CH:46]=[CH:45][N:44]=[C:43]([C:47]2[CH:52]=[C:51]([N:53]([CH2:54][CH2:55][O:56][CH3:57])[CH2:58][CH2:59][O:60][CH3:61])[CH:50]=[CH:49][C:48]=2[NH:62][C:14]([C:13]2[CH:12]=[C:11]([CH:19]=[CH:18][CH:17]=2)[CH2:10][S:9][CH2:8][CH2:7][C:6]([O:5][C:1]([CH3:2])([CH3:3])[CH3:4])=[O:20])=[O:16])[CH:42]=1)=[O:63] |f:1.2|. Reported procedure: Into a 10-mL vial, was placed a solution of 3-((3-tert-butoxy-3-oxopropylthio)methyl)benzoic acid (188.64 mg, 0.64 mmol, 2.00 equiv) in dichloromethane (5 mL), EDC.HCl (120.8 mg, 0.63 mmol, 1.98 equiv), 4-dimethylaminopyridine (77.6 mg, 0.64 mmol, 2.00 equiv), and N-(3-(trifluoromethyl)benzyl)-2-(2-amino-5-(bis(2-methoxyethyl)amino)phenyl)-isonicotinamide (160 mg, 0.32 mmol, 1.00 equiv). The resulting solution was stirred for 2 h at 25° C. in an oil bath. The reaction progress was monitored by L... The reactants are BrC=1C=C(SC1)C=O (4-bromothiophene-2-carbaldehyde), C(=C)[Sn](CCCC)(CCCC)CCCC (vinyltributyltin), tetrakistriphenylphosphine palladium. Solvent: C1(=CC=CC=C1)C (toluene). Yields the product C(=C)C=1C=C(SC1)C=O (4-vinylthiophene-2-carbaldehyde). Reaction SMILES: Br[C:2]1[CH:3]=[C:4]([CH:7]=[O:8])[S:5][CH:6]=1.[CH:9]([Sn](CCCC)(CCCC)CCCC)=[CH2:10]>C1(C)C=CC=CC=1>[CH:9]([C:2]1[CH:3]=[C:4]([CH:7]=[O:8])[S:5][CH:6]=1)=[CH2:10]. Procedure: A solution of 5.0 g of 4-bromothiophene-2-carbaldehyde, 11.4 ml of vinyltributyltin, and 3.6 g of tetrakistriphenylphosphine palladium in 100 ml of toluene was heated at 110° C. for 4 hours under a sealed tube condition. The organic layer was extracted with ethyl acetate and washed with water. In addition, the organic layer was dried over anhydrous magnesium sulfate and concentrated under reduced pressure. The residue was purified by silica gel column chromatography (eluent: hexane-ethyl acetate... Procedure: A solution of 3-benzyloxymethyl-5-nitroisocoumarin (850 mg) in methanol (40.0 ml) was treated with aqueous titanium trichloride (11.2 ml), added as a single portion. After stirring 2 hours at ambient temperature, water (100 ml) and chloroform (120 ml) was added. The whole was carefully basified with saturated sodium bicarbonate aqueous solution and the organic layer was separated. The aqueous layer was further extracted with chloroform (120 ml) and the combined extract was washed with water, dri... Run at time 2 hour. Solvent: CO (methanol). The product is C(C1=CC=CC=C1)OCC=1OC(=O)C2=CC=CC(=C2C1)N (3-benzyloxymethyl-5-aminoisocoumarin). The reactants are C(C1=CC=CC=C1)OCC=1OC(=O)C2=CC=CC(=C2C1)[N+](=O)[O-] (3-benzyloxymethyl-5-nitroisocoumarin), C([O-])(O)=O.[Na+] (sodium bicarbonate), O (water), C(Cl)(Cl)Cl (chloroform). RXN SMILES: [CH2:1]([O:8][CH2:9][C:10]1[O:11][C:12]([C:14]2[C:19]([CH:20]=1)=[C:18]([N+:21]([O-])=O)[CH:17]=[CH:16][CH:15]=2)=[O:13])[C:2]1[CH:7]=[CH:6][CH:5]=[CH:4][CH:3]=1.O.C(Cl)(Cl)Cl.C(=O)(O)[O-].[Na+]>CO.[Cl-].[Cl-].[Cl-].[Ti+3]>[CH2:1]([O:8][CH2:9][C:10]1[O:11][C:12]([C:14]2[C:19]([CH:20]=1)=[C:18]([NH2:21])[CH:17]=[CH:16][CH:15]=2)=[O:13])[C:2]1[CH:3]=[CH:4][CH:5]=[CH:6][CH:7]=1 |f:3.4,6.7.8.9|. Yield: 104.9%. The reagents and catalysts are [Cl-].[Cl-].[Cl-].[Ti+3] (titanium trichloride). Starting materials: O=S(=O)(Cl)c1ccc(Br)cc1OC(F)(F)F, CN(C)c1nc(NC2CCN(Cc3ccccc3)CC2)nc2ccccc12, CO, CCN(C(C)C)C(C)C, ClCCl, [OH-], [OH-], [Pd+2]. Yields the product CN(C)c1nc(NC2CCN(S(=O)(=O)c3ccc(Br)cc3OC(F)(F)F)CC2)nc2ccccc12. Reaction SMILES: [Br:37][c:38]1[cH:39][c:40]([O:48][C:49]([F:50])([F:51])[F:52])[c:41]([S:44](=[O:45])(=[O:46])[Cl:47])[cH:42][cH:43]1.[CH2:1]([c:2]1[cH:3][cH:4][cH:5][cH:6][cH:7]1)[N:8]1[CH2:9][CH2:10][CH:11]([NH:14][c:15]2[n:16][c:17]3[cH:18][cH:19][cH:20][cH:21][c:22]3[c:23]([N:25]([CH3:26])[CH3:27])[n:24]2)[CH2:12][CH2:13]1.[CH3:53][OH:54].[CH:28]([N:29]([CH:30]([CH3:31])[CH3:32])[CH2:33][CH3:34])([CH3:35])[CH3:36].[Cl:55][CH2:56][Cl:57].[OH-:58].[OH-:59].[Pd+2:60]>>[N:8]1([S:44]([c:41]2[c:40]([O:48][C:49]([F:50])([F:51])[F:52])[cH:39][c:38]([Br:37])[cH:43][cH:42]2)(=[O:45])=[O:46])[CH2:9][CH2:10][CH:11]([NH:14][c:15]2[n:16][c:17]3[cH:18][cH:19][cH:20][cH:21][c:22]3[c:23]([N:25]([CH3:26])[CH3:27])[n:24]2)[CH2:12][CH2:13]1. The reactants are C(C)OC(CC1=CC(=CC=C1)I)=O (3-iodobenzeneacetic acid ethyl ester), O (water), ClC1=C(C=CC=C1Cl)B(O)O (2,3-dichlorophenylboronic acid), C([O-])(O)=O.[Na+] (sodium bicarbonate). RXN SMILES: [CH2:1]([O:3][C:4](=[O:13])[CH2:5][C:6]1[CH:11]=[CH:10][CH:9]=[C:8](I)[CH:7]=1)[CH3:2].[Cl:14][C:15]1[C:20]([Cl:21])=[CH:19][CH:18]=[CH:17][C:16]=1B(O)O.C(=O)(O)[O-].[Na+].O>O1CCOCC1.Cl[Pd](Cl)([P](C1C=CC=CC=1)(C1C=CC=CC=1)C1C=CC=CC=1)[P](C1C=CC=CC=1)(C1C=CC=CC=1)C1C=CC=CC=1>[CH2:1]([O:3][C:4](=[O:13])[CH2:5][C:6]1[CH:7]=[C:8]([C:19]2[CH:18]=[CH:17][CH:16]=[C:15]([Cl:14])[C:20]=2[Cl:21])[CH:9]=[CH:10][CH:11]=1)[CH3:2] |f:2.3,^1:39,58|. Reagents/catalysts: Cl[Pd]([P](C1=CC=CC=C1)(C2=CC=CC=C2)C3=CC=CC=C3)([P](C4=CC=CC=C4)(C5=CC=CC=C5)C6=CC=CC=C6)Cl (bis(triphenylphosphine)palladium dichloride). Reported procedure: A mixture of 3-iodobenzeneacetic acid ethyl ester (0.87 g, 3 mmol, prepared by the method described in J. Chem. Soc. 1963, 5437), 2,3-dichlorophenylboronic acid (0.85 g, 4.5 mmol), bis(triphenylphosphine)palladium dichloride (0.10 g, 0.15 mmol) and 2N aqueous sodium bicarbonate solution (3 mL) in p-dioxane (6 mL) was heated at 160° C. in a microwave reactor for 5 min. The reaction mixture was cooled, poured into water, and extracted with ethyl acetate. The organic layer was separated, washed wit... Yields the product C(C)OC(CC=1C=C(C=CC1)C1=C(C(=CC=C1)Cl)Cl)=O (2′,3′-dichloro-[1,1′-biphenyl]-3-acetic acid ethyl ester). Run in O1CCOCC1 (p-dioxane). Reactants: aldehyde, [H-].[Na+] (sodium hydride), C(C)OP(=O)(OCC)C1SC2=C(NC1=O)C=C(C=C2)C(=O)OCC (ethyl 2-(diethoxyphosphoryl)-3-oxo-3,4-dihydro-2H-1,4-benzothiazine-6-carboxylate), COC1=CC=C(C=C1)/C=C/C=O ((2E)-3-(4-methoxyphenyl)acrylaldehyde). Run in C1CCOC1 (THF). Conditions: time 8 hour. Product: COC1=CC=C(C=C1)C=CC=C1SC2=C(NC1=O)C=C(C=C2)C(=O)OCC (Ethyl 2-[3-(4-methoxyphenyl)prop-2-en-1-ylidene]-3-oxo-3,4-dihydro-2H-1,4-benzothiazine-6-carboxylate). Reaction SMILES: [H-].[Na+].[CH3:3][O:4][C:5]1[CH:10]=[CH:9][C:8](/[CH:11]=[CH:12]/[CH:13]=O)=[CH:7][CH:6]=1.C(OP([CH:23]1[C:28](=[O:29])[NH:27][C:26]2[CH:30]=[C:31]([C:34]([O:36][CH2:37][CH3:38])=[O:35])[CH:32]=[CH:33][C:25]=2[S:24]1)(OCC)=O)C>C1COCC1>[CH3:3][O:4][C:5]1[CH:6]=[CH:7][C:8]([CH:11]=[CH:12][CH:13]=[C:23]2[C:28](=[O:29])[NH:27][C:26]3[CH:30]=[C:31]([C:34]([O:36][CH2:37][CH3:38])=[O:35])[CH:32]=[CH:33][C:25]=3[S:24]2)=[CH:9][CH:10]=1 |f:0.1|. Procedure details: Under ice-cooling, sodium hydride (4.65 g, content 60%) was added in small portions to a THF solution (300 ml) containing (2E)-3-(4-methoxyphenyl)acrylaldehyde (10 g) synthesized by the process described in Reference Example 1 and ethyl 2-(diethoxyphosphoryl)-3-oxo-3,4-dihydro-2H-1,4-benzothiazine-6-carboxylate (21.7 g, synthesized according to the process disclosed in WO00/63197). The resulting mixture was slowly warmed up to room temperature and stirred overnight. The same aldehyde as above (1... Starting materials: O=S(=O)(Cl)c1cc(Br)c(Br)s1, Cl, COc1ccc(C(=O)Nc2ccccc2)cc1N, O, c1ccncc1. Product: COc1ccc(C(=O)Nc2ccccc2)cc1NS(=O)(=O)c1cc(Br)c(Br)s1. As a reaction SMILES: [Br:25][c:26]1[s:27][c:28]([S:32](=[O:33])(=[O:34])[Cl:35])[cH:29][c:30]1[Br:31].[ClH:36].[NH2:7][c:8]1[cH:9][c:10]([C:11](=[O:12])[NH:13][c:14]2[cH:15][cH:16][cH:17][cH:18][cH:19]2)[cH:20][cH:21][c:22]1[O:23][CH3:24].[OH2:37].[cH:1]1[cH:2][cH:3][n:4][cH:5][cH:6]1>>[NH:7]([c:8]1[cH:9][c:10]([C:11](=[O:12])[NH:13][c:14]2[cH:15][cH:16][cH:17][cH:18][cH:19]2)[cH:20][cH:21][c:22]1[O:23][CH3:24])[S:32]([c:28]1[s:27][c:26]([Br:25])[c:30]([Br:31])[cH:29]1)(=[O:33])=[O:34]. Reactants: CN(C1CC2=C(OC3=C2C=C(C=C3)C(=O)OCC)CC1)C (N,N-dimethyl-8-ethoxycarbonyl-1,2,3,4-tetrahydro-2-dibenzofuranamine), [OH-].[Na+] (sodium hydroxide). The solvent is O1CCCC1 (tetrahydrofuran), Cl (hydrochloric acid). Reaction conditions: temperature 35 celsius, time 18 hour. The product is CN(C1CC2=C(OC3=C2C=C(C=C3)C(=O)O)CC1)C (N,N-Dimethyl-8-carboxy-1,2,3,4-tetrahydro-2-dibenzofuranamine). Isolated yield 55.0%. RXN SMILES: [CH3:1][N:2]([CH3:21])[CH:3]1[CH2:20][CH2:19][C:6]2[O:7][C:8]3[CH:13]=[CH:12][C:11]([C:14]([O:16]CC)=[O:15])=[CH:10][C:9]=3[C:5]=2[CH2:4]1.[OH-].[Na+]>O1CCCC1.Cl>[CH3:1][N:2]([CH3:21])[CH:3]1[CH2:20][CH2:19][C:6]2[O:7][C:8]3[CH:13]=[CH:12][C:11]([C:14]([OH:16])=[O:15])=[CH:10][C:9]=3[C:5]=2[CH2:4]1 |f:1.2|. Procedure: A mixture of 0.21 gm (0.73 mMol) N,N-dimethyl-8-ethoxycarbonyl-1,2,3,4-tetrahydro-2-dibenzofuranamine and 25 mL 2N sodium hydroxide in 25 ml tetrahydrofuran was stirred at 35° C. for 18 hours. The reaction mixture was cooled to room temperature and washed with dichlorometh-ane. The aqueous phase was adjusted to pH~7, saturated with sodium chloride, and then extracted well with chloroform containing 10% isopropanol. Organic extracts were combined and concentrated under reduced pressure to provide... Reactants: CC(=O)OC(C)=O, CN(C)c1ccncc1, ClCCl, Nc1ccccc1-c1ccc(F)cc1, Nc1ccccc1I, [Na+], C1CCOC1, [OH-], OB(O)c1ccc(F)cc1, c1ccncc1. The product is CC(=O)Nc1ccccc1-c1ccc(F)cc1. Reaction SMILES: [CH3:41][C:42](=[O:43])[O:44][C:45](=[O:46])[CH3:47].[CH3:56][N:57]([c:58]1[cH:59][cH:60][n:61][cH:62][cH:63]1)[CH3:64].[Cl:53][CH2:54][Cl:55].[F:21][c:22]1[cH:23][cH:24][c:25](-[c:28]2[c:29]([NH2:34])[cH:30][cH:31][cH:32][cH:33]2)[cH:26][cH:27]1.[I:1][c:2]1[cH:3][cH:4][cH:5][cH:6][c:7]1[NH2:8].[Na+:20].[O:48]1[CH2:49][CH2:50][CH2:51][CH2:52]1.[OH-:19].[OH:9][B:10]([c:11]1[cH:12][cH:13][c:14]([F:15])[cH:16][cH:17]1)[OH:18].[cH:35]1[cH:36][cH:37][n:38][cH:39][cH:40]1>>[F:21][c:22]1[cH:23][cH:24][c:25](-[c:28]2[c:29]([NH:34][C:42]([CH3:41])=[O:43])[cH:30][cH:31][cH:32][cH:33]2)[cH:26][cH:27]1.